Dataset: the Open Reaction Database (ORD), a public repository of structured organic reaction records. Task: describe an organic reaction: reactants, conditions, products, and yield The reactants are BrC1=CC=C(C=C1)C(CNC(=O)[C@H]1N(CCC1)C(=O)OC(C)(C)C)=O ((S)-tert-butyl 2-(2-(4-bromophenyl)-2-oxoethylcarbamoyl)pyrrolidine-1-carboxylate), BrC1=CC=C(C=C1)C(CNC(=O)[C@H]1N(CCC1)C(=O)OC(C)(C)C)=O ((S)-tert-butyl 2-(2-(4-bromophenyl)-2-oxoethylcarbamoyl)pyrrolidine-1-carboxylate), C(C)(=O)[O-].[NH4+] (ammonium acetate), C(C)(=O)O (acetic acid), O (water). Yield: 91.9%. Reaction SMILES: [Br:1][C:2]1[CH:7]=[CH:6][C:5]([C:8](=O)[CH2:9][NH:10][C:11]([C@@H:13]2[CH2:17][CH2:16][CH2:15][N:14]2[C:18]([O:20][C:21]([CH3:24])([CH3:23])[CH3:22])=[O:19])=O)=[CH:4][CH:3]=1.C([O-])(=O)C.[NH4+:30].C(O)(=O)C.O>C1(C)C(C)=CC=CC=1>[Br:1][C:2]1[CH:7]=[CH:6][C:5]([C:8]2[NH:30][C:11]([C@@H:13]3[CH2:17][CH2:16][CH2:15][N:14]3[C:18]([O:20][C:21]([CH3:24])([CH3:23])[CH3:22])=[O:19])=[N:10][CH:9]=2)=[CH:4][CH:3]=1 |f:1.2|. Reported procedure: To the solution of (S)-tert-butyl 2-(2-(4-bromophenyl)-2-oxoethylcarbamoyl)pyrrolidine-1-carboxylate (compound 18a, 5.0 g, 12.2 mmol) in xylene (75 ml) were added ammonium acetate (23.4 g, 304 mmol) and acetic acid (5 ml) at room temperature. The reaction mixture was placed in an oil bath and heated to 160° C. with water being azeotroped into a Dean-Stark trap. After 3 hours, the resulting mixture was cooled to room temperature and then extracted with ethyl acetate and distillated water. The org... Reaction conditions: time 3 hour. The product is BrC1=CC=C(C=C1)C1=CN=C(N1)[C@H]1N(CCC1)C(=O)OC(C)(C)C ((S)-tert-butyl 2-(5-(4-bromophenyl)-1H-imidazol-2-yl)pyrrolidine-1-carboxylate). Run in C=1(C(=CC=CC1)C)C (xylene). The reactants are ClCCl, Cc1nc2[nH]ccc2c(-c2ccc3c(c2)CCCO3)c1CO, O=[Cr](=O)([O-])Cl, c1cc[nH+]cc1. Product: Cc1nc2[nH]ccc2c(-c2ccc3c(c2)CCCO3)c1C=O. As a reaction SMILES: [Cl:34][CH2:35][Cl:36].[O:1]1[CH2:2][CH2:3][CH2:4][c:5]2[cH:6][c:7](-[c:11]3[c:12]4[c:13]([n:14][c:15]([CH3:19])[c:16]3[CH2:17][OH:18])[nH:20][cH:21][cH:22]4)[cH:8][cH:9][c:10]21.[O:23]=[Cr:24]([Cl:25])([O-:26])=[O:27].[nH+:28]1[cH:29][cH:30][cH:31][cH:32][cH:33]1>>[O:1]1[CH2:2][CH2:3][CH2:4][c:5]2[cH:6][c:7](-[c:11]3[c:12]4[c:13]([n:14][c:15]([CH3:19])[c:16]3[CH:17]=[O:18])[nH:20][cH:21][cH:22]4)[cH:8][cH:9][c:10]21. Reactants: C(C(CO)(CO)N)O.Cl (Tris-HCl), CCCCCCCCCCCCOS(=O)(=O)[O-].[Na+] (SDS), SCCO (2-mercaptoethanol), OCC(O)CO (glycerol). Conditions: time 5 minute. The product is CCCCCCCCCC/C=C/C1CC(=O)OC1=O (DDSA). As a reaction SMILES: [CH2:1]([OH:8])[C:2](N)([CH2:5]O)[CH2:3]O.Cl.C[CH2:11][CH2:12][CH2:13][CH2:14][CH2:15][CH2:16][CH2:17][CH2:18][CH2:19][CH2:20][CH2:21]OS([O-])(=O)=O.[Na+].SC[CH2:30][OH:31].[OH:32]CC(CO)O>>[CH3:21][CH2:20][CH2:19][CH2:18][CH2:17][CH2:16][CH2:15][CH2:14][CH2:13][CH2:12]/[CH:11]=[CH:3]/[CH:2]1[C:1](=[O:8])[O:31][C:30](=[O:32])[CH2:5]1 |f:0.1,2.3|. Procedure: A leaf of the transgenic plant was mixed with an extraction buffer solution (50 mM Tris-HCl, pH 6.8, 2% SDS, 6% 2-mercaptoethanol, 10% glycerol) having an amount eight times the weight of the leaf, followed by pulverization. The suspension was centrifuged at 12,000 rpm at 4° C. for 5 minutes, and thereafter, the supernatant was collected. The whole protein (10 μg) derived from each transformant was separated into individual proteins using 12.5% polyacrylamide gel, and the individual proteins wer... Conditions: time 24 hour. Run in C1CCOC1 (THF), O (water), Cl (HCl). Starting materials: N1=CC=C(C=C1)[C@H]1[C@@H](C1)C(=O)OCC (ethyl trans-2-pyridin-4-ylcyclopropanecarboxylate), [OH-].[Li+] (lithium hydroxide). The product is N1=CC=C(C=C1)[C@H]1[C@@H](C1)C(=O)O (trans-2-pyridin-4-ylcyclopropanecarboxylic acid). Procedure details: To a solution of ethyl trans-2-pyridin-4-ylcyclopropanecarboxylate (0.918 g, 4.80 mmol) in THF (10 mL) and water (10 mL) was added lithium hydroxide (0.345 g, 14.4 mmol). The reaction mixture was allowed to stir at rt for 24 h and then diluted with 2N HCl (10 mL). The mixture was concentrated to give trans-2-pyridin-4-ylcyclopropanecarboxylic acid which was used without purification in the next step. LCMS: (FA) ES+ 164.0, ES-162.1. Reaction SMILES: [N:1]1[CH:6]=[CH:5][C:4]([C@@H:7]2[CH2:9][C@H:8]2[C:10]([O:12]CC)=[O:11])=[CH:3][CH:2]=1.[OH-].[Li+]>C1COCC1.O.Cl>[N:1]1[CH:6]=[CH:5][C:4]([C@@H:7]2[CH2:9][C@H:8]2[C:10]([OH:12])=[O:11])=[CH:3][CH:2]=1 |f:1.2|. Starting materials: C(C1=CC=CC=C1)OC(NC(CC1=CC(=C(C=C1)OCC1=CC=CC=C1)C(C)(C)C)COS(=O)(=O)C=1C(=CC=CC1)C)=O (2-(4-benzyloxy-3-t-butylphenyl)-1-toluenesulfonyloxymethylethylcarbamic acid benzyl ester), C[S-].[Na+] (sodium methanethiolate). The solvent is C(C)O (ethanol), CO (methanol). Conditions: temperature 40 celsius, time 3 hour. The product is C(C1=CC=CC=C1)OC(NC(CC1=CC(=C(C=C1)OCC1=CC=CC=C1)C(C)(C)C)CSC)=O (2-(4-benzyloxy-3-t-butylphenyl)-1-methylthiomethylethylcarbamic acid benzyl ester). Yield: 85.5%. Reaction SMILES: [CH2:1]([O:8][C:9](=[O:43])[NH:10][CH:11]([CH2:31]OS(C1C(C)=CC=CC=1)(=O)=O)[CH2:12][C:13]1[CH:18]=[CH:17][C:16]([O:19][CH2:20][C:21]2[CH:26]=[CH:25][CH:24]=[CH:23][CH:22]=2)=[C:15]([C:27]([CH3:30])([CH3:29])[CH3:28])[CH:14]=1)[C:2]1[CH:7]=[CH:6][CH:5]=[CH:4][CH:3]=1.[CH3:44][S-:45].[Na+]>C(O)C.CO>[CH2:1]([O:8][C:9](=[O:43])[NH:10][CH:11]([CH2:31][S:45][CH3:44])[CH2:12][C:13]1[CH:18]=[CH:17][C:16]([O:19][CH2:20][C:21]2[CH:26]=[CH:25][CH:24]=[CH:23][CH:22]=2)=[C:15]([C:27]([CH3:30])([CH3:29])[CH3:28])[CH:14]=1)[C:2]1[CH:3]=[CH:4][CH:5]=[CH:6][CH:7]=1 |f:1.2|. Procedure: To a solution of 2-(4-benzyloxy-3-t-butylphenyl)-1-toluenesulfonyloxymethylethylcarbamic acid benzyl ester 2.4 g, 3.99 mmol) in ethanol (40 ml), a solution of sodium methanethiolate (560 mg, 7.99 mmol) in methanol (4 ml) was added and stirred at 40° C. for 3 hours. The mixture was evaporated under reduced pressure to remove the solvent, mixed with a saturated aqueous ammonium chloride solution and extracted with ethyl acetate. The organic layer was washed with saturated brine, dried over anhydro... Reactants: C(CCCCCCCCC)(=O)Cl (decanoyl chloride), [N+](=O)([O-])C=1C=C(C(O)=CC1)O (4-nitrocatechol), N1=CC=CC=C1 (pyridine), O (water). The solvent is C1CCOC1 (THF), C(Cl)Cl (methylene chloride), C1CCOC1 (THF). Reaction conditions: time 18 hour. Yields the product O=C1C(C=CC=C1)[N+](=O)[O-] ((1-oxo]nitrobenzene). The yield is 323.2%. Reaction SMILES: [N+:1]([C:4]1[CH:5]=[C:6](O)[C:7](=[CH:9][CH:10]=1)O)([O-:3])=[O:2].N1C=CC=CC=1.C(Cl)(=[O:28])CCCCCCCCC.O>C(Cl)Cl.C1COCC1>[O:28]=[C:10]1[CH:9]=[CH:7][CH:6]=[CH:5][CH:4]1[N+:1]([O-:3])=[O:2]. Reported procedure: To a stirred, ice bath cooled solution of 1.0 g (6.45 mmol) of 4-nitrocatechol and 2 ml of pyridine in 25 ml of methylene chloride and 5 ml of THF under argon was added 3.2 ml (15.5 mmol) of decanoyl chloride in 5 ml of THF. The reaction mixture was allowed to warm to room temperature and stirred for 18 hours when it was poured into water and extracted with methylene chloride. The dried extract was concentrated to an oil which was purified by chromatography on 70 g of silica gel using 5% ethyl a... Starting materials: Cc1ccccc1, O=CO, CCCCCC1CCC(C2CCC(c3ccc(C4CCC5(CC4)OCCO5)c(F)c3)CC2)CC1. Product: CCCCCC1CCC(C2CCC(c3ccc(C4CCC(=O)CC4)c(F)c3)CC2)CC1. RXN SMILES: [CH3:38][c:39]1[cH:40][cH:41][cH:42][cH:43][cH:44]1.[CH:35]([OH:36])=[O:37].[F:1][c:2]1[c:3]([CH:25]2[CH2:26][CH2:27][C:28]3([O:29][CH2:32][CH2:31][O:30]3)[CH2:33][CH2:34]2)[cH:4][cH:5][c:6]([CH:8]2[CH2:9][CH2:10][CH:11]([CH:14]3[CH2:15][CH2:16][CH:17]([CH2:20][CH2:21][CH2:22][CH2:23][CH3:24])[CH2:18][CH2:19]3)[CH2:12][CH2:13]2)[cH:7]1>>[F:1][c:2]1[c:3]([CH:25]2[CH2:26][CH2:27][C:28](=[O:29])[CH2:33][CH2:34]2)[cH:4][cH:5][c:6]([CH:8]2[CH2:9][CH2:10][CH:11]([CH:14]3[CH2:15][CH2:16][CH:17]([CH2:20][CH2:21][CH2:22][CH2:23][CH3:24])[CH2:18][CH2:19]3)[CH2:12][CH2:13]2)[cH:7]1. The reactants are C(C)(=O)SCCN1N=NN=C1CNC(C1=CC=CC=C1)(C1=CC=CC=C1)C1=CC=CC=C1 (1-(2-Acetylthioethyl)-5-triphenylmethylaminomethyltetrazole), ( e ), O.C1(=CC=C(C=C1)S(=O)(=O)O)C (p-toluenesulphonic acid monohydrate). Run in CC(=O)C (acetone), CC(=O)C (acetone). Reaction conditions: time 7 hour. The product is C1(=CC=C(C=C1)S(=O)(=O)O)C (p-toluenesulphonic acid). The yield is 164.0%. Reaction SMILES: C(SCCN1C(CNC(C2C=CC=CC=2)(C2C=CC=CC=2)C2C=CC=CC=2)=NN=N1)(=O)C.O.[C:34]1([CH3:44])[CH:39]=[CH:38][C:37]([S:40]([OH:43])(=[O:42])=[O:41])=[CH:36][CH:35]=1>CC(C)=O>[C:34]1([CH3:44])[CH:35]=[CH:36][C:37]([S:40]([OH:43])(=[O:41])=[O:42])=[CH:38][CH:39]=1 |f:1.2|. Reported procedure: 1-(2-Acetylthioethyl)-5-triphenylmethylaminomethyltetrazole, (e) (300 mg) in acetone (3 ml) was cooled to -20° and treated with p-toluenesulphonic acid monohydrate (128 mg) in acetone (2 ml). The reaction mixture was allowed to warm to room temperature and stirred for 7 hours. The resultant colourless solid was filtered off to give the p-toluenesulphonic acid salt (f) (190 mg), m.p. 184°-185°, νmax (KBr)1680, 1235, 1225, 1170, 1150, 1130, 1042, 1015, 838, 688, 572 cm-1, (D2O) 2.28 (3H,s), 2.35 (...